From a dataset of the Open Reaction Database (ORD), a public repository of structured organic reaction records. describe an organic reaction: reactants, conditions, products, and yield The reactants are Cc1nc2c(OCc3c(Cl)ccc(N(C)C(=O)CNC(=O)C=Cc4ccc(NC(=O)OCCCl)cc4)c3Cl)cccn2c1Br, C[O-], CO, [Na+], O. Product: Cc1nc2c(OCc3c(Cl)ccc(N(C)C(=O)CNC(=O)C=Cc4ccc(N5CCOC5=O)cc4)c3Cl)cccn2c1Br. Reaction SMILES: [Br:1][c:2]1[c:3]([CH3:44])[n:4][c:5]2[n:6]1[cH:7][cH:8][cH:9][c:10]2[O:11][CH2:12][c:13]1[c:14]([Cl:43])[c:15]([N:20]([CH3:21])[C:22]([CH2:23][NH:24][C:25]([CH:26]=[CH:27][c:28]2[cH:29][cH:30][c:31]([NH:34][C:35](=[O:36])[O:37][CH2:38][CH2:39][Cl:40])[cH:32][cH:33]2)=[O:41])=[O:42])[cH:16][cH:17][c:18]1[Cl:19].[CH3:45][O-:46].[CH3:49][OH:50].[Na+:47].[OH2:48]>>[Br:1][c:2]1[c:3]([CH3:44])[n:4][c:5]2[n:6]1[cH:7][cH:8][cH:9][c:10]2[O:11][CH2:12][c:13]1[c:14]([Cl:43])[c:15]([N:20]([CH3:21])[C:22]([CH2:23][NH:24][C:25]([CH:26]=[CH:27][c:28]2[cH:29][cH:30][c:31]([N:34]3[C:35](=[O:36])[O:37][CH2:38][CH2:39]3)[cH:32][cH:33]2)=[O:41])=[O:42])[cH:16][cH:17][c:18]1[Cl:19]. Reactants: BrC1=C(C=C2C=C(N=C(C2=C1)Cl)NC1=NNC(=C1)C)OC ((7-Bromo-1-chloro-6-methoxy-isoquinolin-3-yl)-(5-methyl-1H-pyrazol-3-yl)-amine). Run in C(C)(C)O (isopropanol). The product is BrC1=C(C=C2C=C(N=C(C2=C1)OC(C)C)NC1=NNC(=C1)C)OC ((7-Bromo-1-isopropoxy-6-methoxy-isoquinolin-3-yl)-(5-methyl-1H-pyrazol-3-yl)-amine). Reaction SMILES: [Br:1][C:2]1[CH:11]=[C:10]2[C:5]([CH:6]=[C:7]([NH:13][C:14]3[CH:18]=[C:17]([CH3:19])[NH:16][N:15]=3)[N:8]=[C:9]2Cl)=[CH:4][C:3]=1[O:20][CH3:21]>C(O)(C)C>[Br:1][C:2]1[CH:11]=[C:10]2[C:5]([CH:6]=[C:7]([NH:13][C:14]3[CH:18]=[C:17]([CH3:19])[NH:16][N:15]=3)[N:8]=[C:9]2[O:20][CH:3]([CH3:4])[CH3:2])=[CH:4][C:3]=1[O:20][CH3:21]. Procedure: Similar procedure as described in example 376 was used, starting from (7-Bromo-1-chloro-6-methoxy-isoquinolin-3-yl)-(5-methyl-1H-pyrazol-3-yl)-amine and isopropanol to give (7-Bromo-1-isopropoxy-6-methoxy-isoquinolin-3-yl)-(5-methyl-1H-pyrazol-3-yl)-amine. LC-MS: m/e 391 (MH+). Starting materials: Cl.CN (methylamine hydrochloride), COCC1=C(C=CC=C1)C(C(=O)Cl)=CC (α-(2-methoxymethylphenyl)-β-methylacrylic chloride), N1=CC=CC=C1 (pyridine). Run in ClCCl (dichloromethane), ClCCl (dichloromethane). Run at temperature 20 celsius, time 15 hour. The product is CNC(C(=CC)C1=C(C=CC=C1)COC)=O (α-(2-methoxymethylphenyl)-β-methylacrylic acid-N-methylamide). Isolated yield 29.7%. RXN SMILES: Cl.CN.[CH3:4][O:5][CH2:6][C:7]1[CH:12]=[CH:11][CH:10]=[CH:9][C:8]=1[C:13](=[CH:17][CH3:18])[C:14](Cl)=[O:15].[N:19]1C=CC=C[CH:20]=1>ClCCl>[CH3:20][NH:19][C:14](=[O:15])[C:13]([C:8]1[CH:9]=[CH:10][CH:11]=[CH:12][C:7]=1[CH2:6][O:5][CH3:4])=[CH:17][CH3:18] |f:0.1|. Procedure: 1.7 g of methylamine hydrochloride was added to 5.2 g (23 mmol) of α-(2-methoxymethylphenyl)-β-methylacrylic chloride in 30 ml of dichloromethane, and 4 g of pyridine was dripped in at 0° to 5° C. The mixture was stirred for a further 15 hours at about 20° C. The reaction mixture was diluted with 20 ml of dichloromethane and washed with water. The organic phase was dried over sodium sulfate and evaporated down. The crude product was chromatographed on silica gel with methyl tert-butyl ether/cycl... The reactants are C(C)(C)(C)OC(=O)N[C@@H](CS(=O)(=O)C=1SC2=C(N1)C=CC=C2)C (2-[(R)-2-(N-tert-butyloxycarbonylamino)-1-propylsulphonyl]benzothiazole), C(C)(=O)O[C@H]1[C@@H](O[C@@H]([C@H]1OC(C)=O)COC(C)=O)N1C=NC=2C(N[C@@H](CS(=O)(=O)C=3SC4=C(N3)C=CC=C4)C)=NC(=NC12)Cl (2',3',5'-tri-O-acetyl-N-[(R)-1-(2-benzothiazolyl)sulphonyl-2-propyl]-2-chloroadenosine), Cl (hydrogen chloride), Cl.NC(C[C@@H](CC)S(=O)(=O)C=1SC2=C(N1)C=CC=C2)C (2-[(R)-2-aminopropyl-1-propylsulphonyl]benzothiazole hydrochloride), C(C)(=O)O[C@H]1[C@@H](O[C@@H]([C@H]1OC(C)=O)COC(C)=O)N1C2=NC(=NC(=C2N=C1)Cl)Cl (9-(2,3,5-tri-O-acetyl-β-D-ribofuranosyl)-2,6-dichloro-9H-purine), C[O-].[Na+] (sodium methoxide). The solvent is CO (methanol), C(C)(=O)OCC (ethyl acetate). Yields the product S1C(=NC2=C1C=CC=C2)S(=O)(=O)C[C@@H](C)NC=2C=1N=CN([C@H]3[C@H](O)[C@H](O)[C@@H](CO)O3)C1N=C(N2)Cl (N-[(R)-1-(2-benzothiazolyl)sulphonyl-2-propyl]-2-chloroadenosine). As a reaction SMILES: C(OC(N[C@H](C)CS(C1SC2C=CC=CC=2N=1)(=O)=O)=O)(C)(C)C.Cl.Cl.NC(C)C[C@H](S(C1SC2C=CC=CC=2N=1)(=O)=O)CC.C(O[C@@H]1[C@H](OC(=O)C)[C@@H](COC(=O)C)O[C@H]1N1C=NC2C1=NC(Cl)=NC=2Cl)(=O)C.C([O:77][C@@H:78]1[C@H:82]([O:83]C(=O)C)[C@@H:81]([CH2:87][O:88]C(=O)C)[O:80][C@H:79]1[N:92]1[C:116]2[N:115]=[C:114]([Cl:117])[N:113]=[C:96]([NH:97][C@H:98]([CH3:112])[CH2:99][S:100]([C:103]3[S:104][C:105]4[CH:111]=[CH:110][CH:109]=[CH:108][C:106]=4[N:107]=3)(=[O:102])=[O:101])[C:95]=2[N:94]=[CH:93]1)(=O)C.C[O-].[Na+]>C(OCC)(=O)C.CO>[S:104]1[C:105]2[CH:111]=[CH:110][CH:109]=[CH:108][C:106]=2[N:107]=[C:103]1[S:100]([CH2:99][C@H:98]([NH:97][C:96]1[C:95]2[N:94]=[CH:93][N:92]([C:116]=2[N:115]=[C:114]([Cl:117])[N:113]=1)[C@@H:79]1[O:80][C@H:81]([CH2:87][OH:88])[C@@H:82]([OH:83])[C@H:78]1[OH:77])[CH3:112])(=[O:101])=[O:102] |f:2.3,6.7|. Procedure: 2-[(R)-2-(N-tert-Butyloxycarbonylamino)-1-propylsulphonyl]benzothiazole was prepared by oxidation of 2-[(R)-2-(N-tert-butyloxycarbonylamino)-1-propylthio]benzothiazole (see Example 5) (0.55 g, 1.7 mmol) with "Oxone" on a Montmorillionite support. A mixture of the sulphonyl and sulphinyl derivatives was obtained, and the 2-[(R)-2-(N-tert-butyloxycarbonylamino)-1-propylsulphonyl]benzothiazole was isolated following column chromatography. Deprotection was performed under standard conditions with hy...